This data is from the Open Reaction Database (ORD), a public repository of structured organic reaction records. The task is: describe an organic reaction: reactants, conditions, products, and yield The reactants are C(C)(C)(C)OC(=O)CNCC1=CC(=CS1)C1=CC=C(C=C1)C[C@@H](C(=O)OC)OCC (methyl 3-(4-{5-[(tert-butoxycarbonylmethylamino)methyl]thiophen-3-yl}phenyl)-2(S)-ethoxypropanoate), O (water). The solvent is FC(C(=O)O)(F)F (trifluoroacetic acid), ClCCl (dichloromethane). Reaction conditions: time 24 hour. Yields the product C(C)O[C@H](C(=O)OC)CC1=CC=C(C=C1)C1=CSC(=C1)CNC (methyl 2(S)-ethoxy-3-[4-(5-methylaminomethylthiophen-3-yl)phenyl]propanoate). Isolated yield 83.5%. As a reaction SMILES: C(OC([CH2:8][NH:9][CH2:10][C:11]1[S:15][CH:14]=[C:13]([C:16]2[CH:21]=[CH:20][C:19]([CH2:22][C@H:23]([O:28][CH2:29][CH3:30])[C:24]([O:26][CH3:27])=[O:25])=[CH:18][CH:17]=2)[CH:12]=1)=O)(C)(C)C.O>ClCCl.FC(F)(F)C(O)=O>[CH2:29]([O:28][C@@H:23]([CH2:22][C:19]1[CH:20]=[CH:21][C:16]([C:13]2[CH:12]=[C:11]([CH2:10][NH:9][CH3:8])[S:15][CH:14]=2)=[CH:17][CH:18]=1)[C:24]([O:26][CH3:27])=[O:25])[CH3:30]. Procedure details: 5 g (11.5 mmol) of methyl 3-(4-{5-[(tert-butoxycarbonylmethylamino)methyl]thiophen-3-yl}phenyl)-2(S)-ethoxypropanoate are placed in 80 ml of dichloromethane and 4.4 ml of trifluoroacetic acid. After stirring at room temperature for 24 hours, water is added and the reaction medium is extracted with dichloromethane. The dichloromethane phase is washed with aqueous 30% sodium hydroxide solution, dried over magnesium sulfate, filtered and evaporated. The residue obtained is purified by thin-layer ch... Starting materials: C(C)(C)(C)OC(NCCCNC(C)C1=NC=CC=C1)=O ([3-(1-pyridin-2-yl-ethylamino)-propyl]-carbamic acid tert-butyl ester), CC=1C(=NC=CC1)C=O (3-methyl-pyridine-2-carboxaldehyde), [BH-](OC(=O)C)(OC(=O)C)OC(=O)C.[Na+] (NaBH(OAc)3). Run in C(Cl)Cl (CH2Cl2). Product: C(C)(C)(C)OC(NCCCN(C(C)C1=NC=CC=C1)CC1=NC=CC=C1C)=O ({3-[(3-methyl-pyridin-2-ylmethyl)-(1-pyridin-2-yl-ethyl)-amino]-propyl}-carbamic acid tert-butyl ester). Reaction SMILES: [C:1]([O:5][C:6](=[O:20])[NH:7][CH2:8][CH2:9][CH2:10][NH:11][CH:12]([C:14]1[CH:19]=[CH:18][CH:17]=[CH:16][N:15]=1)[CH3:13])([CH3:4])([CH3:3])[CH3:2].[CH3:21][C:22]1[C:23]([CH:28]=O)=[N:24][CH:25]=[CH:26][CH:27]=1.[BH-](OC(C)=O)(OC(C)=O)OC(C)=O.[Na+]>C(Cl)Cl>[C:1]([O:5][C:6](=[O:20])[NH:7][CH2:8][CH2:9][CH2:10][N:11]([CH2:28][C:23]1[C:22]([CH3:21])=[CH:27][CH:26]=[CH:25][N:24]=1)[CH:12]([C:14]1[CH:19]=[CH:18][CH:17]=[CH:16][N:15]=1)[CH3:13])([CH3:2])([CH3:3])[CH3:4] |f:2.3|. Reported procedure: Using General Procedure B: Reaction of [3-(1-pyridin-2-yl-ethylamino)-propyl]-carbamic acid tert-butyl ester and 3-methyl-pyridine-2-carboxaldehyde with NaBH(OAc)3 in CH2Cl2 gave {3-[(3-methyl-pyridin-2-ylmethyl)-(1-pyridin-2-yl-ethyl)-amino]-propyl}-carbamic acid tert-butyl ester as a colorless oil. Reactants: CCO, CC1(C)CCC(=NO)CC1, Cl. Yields the product CC1(C)CCC(N)CC1, Cl. As a reaction SMILES: [CH3:12][CH2:13][OH:14].[CH3:1][C:2]1([CH3:10])[CH2:3][CH2:4][C:5](=[N:8][OH:9])[CH2:6][CH2:7]1.[ClH:11]>>[CH3:1][C:2]1([CH3:10])[CH2:3][CH2:4][CH:5]([NH2:8])[CH2:6][CH2:7]1.[ClH:11]. Reactants: NCCCCC1=CC=C(C=C1)C=1CCC(NN1)=O (6-[4-(4-aminobutyl)phenyl]-4,5-dihydropyridazin-3(2H)-one), C(C)(C)OC(C)C (isopropyl ether), Br.C(C)(=O)O (hydrogen bromide acetic acid), CS(=O)C (dimethylsulfoxide). Solvent: C(C)(=O)O (acetic acid). Product: Br.NCCCCC1=CC=C(C=C1)C=1C=CC(NN1)=O (6-[4-(4-aminobutyl)phenyl]pyridazin-3(2H)-one hydrobromide). RXN SMILES: [NH2:1][CH2:2][CH2:3][CH2:4][CH2:5][C:6]1[CH:11]=[CH:10][C:9]([C:12]2[CH2:13][CH2:14][C:15](=[O:18])[NH:16][N:17]=2)=[CH:8][CH:7]=1.[BrH:19].C(O)(=O)C.CS(C)=O.C(OC(C)C)(C)C>C(O)(=O)C>[BrH:19].[NH2:1][CH2:2][CH2:3][CH2:4][CH2:5][C:6]1[CH:7]=[CH:8][C:9]([C:12]2[CH:13]=[CH:14][C:15](=[O:18])[NH:16][N:17]=2)=[CH:10][CH:11]=1 |f:1.2,6.7|. Procedure: In 200 ml of acetic acid was suspended 15.00 g of 6-[4-(4-aminobutyl)phenyl]-4,5-dihydropyridazin-3(2H)-one. To the suspension were added 100 ml of a 25% hydrogen bromide-acetic acid solution and then 5.35 g of dimethylsulfoxide, and the mixture was stirred at room temperature for 4.5 hours. 400 ml of isopropyl ether was added to the reaction mixture, and precipitated crystal was collected by filtration and recrystallized from methanol to obtain 18.94 g of 6-[4-(4-aminobutyl)phenyl]pyridazin-3(2... The reactants are OC1=C(C#N)C=CC=C1O (2,3-dihydroxybenzonitrile), [H-].[Na+] (NaH), CC1=CC=C(C=C1)S(=O)(=O)OCCOCCOC (2-(2-Methoxyethoxy)ethyl 4-methylbenzenesulfonate). Solvent: CS(=O)C (DMSO), CS(=O)C (DMSO). Reaction conditions: temperature 60 celsius, time 1 hour. The product is OC1=C(C#N)C=CC=C1OCCOCCOC (2-hydroxy-3-(2-(2-methoxyethoxy)ethoxy)benzonitrile). The yield is 34.7%. RXN SMILES: [OH:1][C:2]1[C:9]([OH:10])=[CH:8][CH:7]=[CH:6][C:3]=1[C:4]#[N:5].[H-].[Na+].CC1C=CC(S(O[CH2:24][CH2:25][O:26][CH2:27][CH2:28][O:29][CH3:30])(=O)=O)=CC=1>CS(C)=O>[OH:1][C:2]1[C:9]([O:10][CH2:24][CH2:25][O:26][CH2:27][CH2:28][O:29][CH3:30])=[CH:8][CH:7]=[CH:6][C:3]=1[C:4]#[N:5] |f:1.2|. Procedure details: To a solution of 2,3-dihydroxybenzonitrile (13.5 g, 1 eq.) in DMSO (200 mL) was added NaH (60%, 8 g, 2eq.) and the resulting solution was stirred for 1 h at 60° C. 2-(2-Methoxyethoxy)ethyl 4-methylbenzenesulfonate (20 g, 0.7eq.) in DMSO (100 mL) was added dropwise at 60° C. and stirring was continued for another 1 h. The reaction was quenched by NH4Cl (sat.), the mixture was extracted with EtOAc (300 mL×3) and the combined organic layers were dried over Na2SO4. The solvent was evaporated and the... Reactants: O=C(CBr)CC(=O)OCCC(c1ccccc1)c1ccccc1, Cl, [H-], [Na+], C1CCOC1, OCCCl. The product is O=C(COCCCl)CC(=O)OCCC(c1ccccc1)c1ccccc1. As a reaction SMILES: [Br:7][CH2:8][C:9]([CH2:10][C:11](=[O:12])[O:13][CH2:14][CH2:15][CH:16]([c:17]1[cH:18][cH:19][cH:20][cH:21][cH:22]1)[c:23]1[cH:24][cH:25][cH:26][cH:27][cH:28]1)=[O:29].[ClH:30].[H-:5].[Na+:6].[O:31]1[CH2:32][CH2:33][CH2:34][CH2:35]1.[OH:1][CH2:2][CH2:3][Cl:4]>>[O:1]([CH2:2][CH2:3][Cl:4])[CH2:8][C:9]([CH2:10][C:11](=[O:12])[O:13][CH2:14][CH2:15][CH:16]([c:17]1[cH:18][cH:19][cH:20][cH:21][cH:22]1)[c:23]1[cH:24][cH:25][cH:26][cH:27][cH:28]1)=[O:29]. Starting materials: S(=O)(Cl)Cl (thionyl chloride), CO (methanol), C(C)(C)(C)OC(=O)N[C@H]1CC[C@H](CC1)CCC(=O)O (3-{cis-4-[(tert-butoxycarbonyl)amino]cyclohexyl}propanoic acid). Conditions: time 10 minute. The product is Cl.N[C@H]1CC[C@H](CC1)CCC(=O)OC (Methyl 3-(cis-4-aminocyclohexyl)propanoate hydrochloride). RXN SMILES: S(Cl)([Cl:3])=O.C(OC([NH:12][C@@H:13]1[CH2:18][CH2:17][C@H:16]([CH2:19][CH2:20][C:21]([OH:23])=[O:22])[CH2:15][CH2:14]1)=O)(C)(C)C.[CH3:24]O>>[ClH:3].[NH2:12][C@@H:13]1[CH2:14][CH2:15][C@H:16]([CH2:19][CH2:20][C:21]([O:23][CH3:24])=[O:22])[CH2:17][CH2:18]1 |f:3.4|. Reported procedure: At −5° C., 2.9 ml (40.5 mmol) of thionyl chloride were slowly added dropwise to 100 ml of methanol, and the mixture was stirred at this temperature for 10 min. 5 g (18.4 mmol) of 3-{cis-4-[(tert-butoxycarbonyl)amino]cyclohexyl}propanoic acid were then added in one portion, and the reaction mixture was stirred at room temperature overnight. After the reaction had gone to completion, the solvent was evaporated under reduced pressure. This gave 3.95 g (17.8 mmol, 96.7% of theory) of a colorless sol... The reactants are fumaryl monoamide, CS(=O)(=O)O (methanesulfonic acid), C(=O)(O)\C=C/C(=O)N[C@@H](CC1=CC=CC=C1)C(=O)O ((Z)-N-(3-Carboxy-1-oxo-2-propenyl) -L-phenylalanine), NC(=S)N (thiourea). Solvent: C(C)(=O)OCC (ethyl acetate). Reaction conditions: temperature 25 celsius. Yields the product C(=O)(O)/C=C/C(=O)N[C@@H](CC1=CC=CC=C1)C(=O)O ((E)-N-(3-Carboxy-1-oxo-2-propenyl) -L-phenylalanine). Reaction SMILES: [C:1](/[CH:4]=[CH:5]\[C:6]([NH:8][C@H:9]([C:17]([OH:19])=[O:18])[CH2:10][C:11]1[CH:16]=[CH:15][CH:14]=[CH:13][CH:12]=1)=[O:7])([OH:3])=[O:2].NC(N)=S.CS(O)(=O)=O>C(OCC)(=O)C>[C:1](/[CH:4]=[CH:5]/[C:6]([NH:8][C@H:9]([C:17]([OH:19])=[O:18])[CH2:10][C:11]1[CH:16]=[CH:15][CH:14]=[CH:13][CH:12]=1)=[O:7])([OH:3])=[O:2]. Procedure: This compound was isomerized to the fumaryl monoamide using the following procedure. (Z)-N-(3-Carboxy-1-oxo-2-propenyl) -L-phenylalanine (260.0 g.) was mixed with 2.6 1. dry ethyl acetate, 3.80 g. thiourea and 7.19 ml. methanesulfonic acid. The mixture was stirred at reflux temperature for one hour and cooled to 25° C. The crystalline precipitate was collected on a filter, rinsed with 500 ml. ethyl acetate, and dried in air at room temperature to constant weight. The yield of (E)-N-(3-carboxy-1-... Conditions: time 1 hour. Procedure details: Hydroxylamine hydrochloride (0.574 g) was added portionwise to a solution of 1H-indole-7-carbaldehyde (1 g) in pyridine (5 ml) at RT. The resulting solution was heated to reflux and kept at that temperature for 1 hour. The solvent was evaporated. Ethyl acetate (50 mL) was added and the resulting solution was washed with aqueous hydrochloric acid (0.5 M, 40 mL). The organic fraction was separated and dried over anhydrous magnesium sulfate. The dried solution was concentrated to afford 1H-indole-7... The reactants are Cl.NO (Hydroxylamine hydrochloride), N1C=CC2=CC=CC(=C12)C=O (1H-indole-7-carbaldehyde). As a reaction SMILES: Cl.[NH2:2][OH:3].[NH:4]1[C:12]2[C:7](=[CH:8][CH:9]=[CH:10][C:11]=2[CH:13]=O)[CH:6]=[CH:5]1>N1C=CC=CC=1>[NH:4]1[C:12]2[C:7](=[CH:8][CH:9]=[CH:10][C:11]=2[CH:13]=[N:2][OH:3])[CH:6]=[CH:5]1 |f:0.1|. Solvent: N1=CC=CC=C1 (pyridine). Yields the product N1C=CC2=CC=CC(=C12)C=NO (1H-indole-7-carbaldehyde oxime). The reactants are [N+](=O)([O-])C1=CC=C(C=C1)OC(=O)C=1C2=C(C(=NC1)OC)OC(=C2)CC (2-ethyl-7-methoxyfuro[2,3-c]pyridine-4-carboxylic acid 4-nitrophenyl ester), NC1=C(C=NN1C)C#N (5-amino-1-methyl-1H-pyrazole-4-carbonitrile). Product: C(#N)C1=C(N(N=C1)C)NC(=O)C=1C2=C(C(=NC1)OC)OC(=C2)CC (2-Ethyl-7-methoxyfuro[2,3-c]pyridine-4-carboxylic acid (4-cyano-2-methyl-2H-pyrazol-3-yl)amide). Isolated yield 17.9%. As a reaction SMILES: [N+](C1C=CC(O[C:11]([C:13]2[C:14]3[CH:23]=[C:22]([CH2:24][CH3:25])[O:21][C:15]=3[C:16]([O:19][CH3:20])=[N:17][CH:18]=2)=[O:12])=CC=1)([O-])=O.[NH2:26][C:27]1[N:31]([CH3:32])[N:30]=[CH:29][C:28]=1[C:33]#[N:34]>>[C:33]([C:28]1[CH:29]=[N:30][N:31]([CH3:32])[C:27]=1[NH:26][C:11]([C:13]1[C:14]2[CH:23]=[C:22]([CH2:24][CH3:25])[O:21][C:15]=2[C:16]([O:19][CH3:20])=[N:17][CH:18]=1)=[O:12])#[N:34]. Procedure details: Starting from 2-ethyl-7-methoxyfuro[2,3-c]pyridine-4-carboxylic acid 4-nitrophenyl ester (100 mg) and 5-amino-1-methyl-1H-pyrazole-4-carbonitrile (71 mg). Purification by column chromatography on silica eluting with 50% hexane in ethyl acetate followed by trituration with ether gave the title compound (17 mg) as a white solid.